This data is from the Open Reaction Database (ORD), a public repository of structured organic reaction records. The task is: describe an organic reaction: reactants, conditions, products, and yield Reactants: ClC=1C=C2C=CC(=CC2=CC1)S(=O)(=O)CCC(=O)O (3-((6-Chloro-2-naphthyl)sulfonyl)propanoic acid), C=1C=CC2=C(C1)N=NN2O (HOBt), CCN=C=NCCCN(C)C (WSC), N1(CC(NCC1)C(=O)OC(C)(C)C)C(=O)OC(C)(C)C (di-tert-butyl piperazine-1,3-dicarboxylate). Run in C(C)#N (acetonitrile), C(C)N(CC)CC (triethylamine). The product is ClC=1C=C2C=CC(=CC2=CC1)S(=O)(=O)CCC(=O)N1C(CN(CC1)C(=O)OC(C)(C)C)C(=O)OC(C)(C)C (Di-tert-butyl 4-(3-((6-chloro-2-naphthyl)sulfonyl)propanoyl)piperazine-1,3-dicarboxylate). Yield: 383.1%. Reaction SMILES: [Cl:1][C:2]1[CH:3]=[C:4]2[C:9](=[CH:10][CH:11]=1)[CH:8]=[C:7]([S:12]([CH2:15][CH2:16][C:17]([OH:19])=O)(=[O:14])=[O:13])[CH:6]=[CH:5]2.C1C=CC2N(O)N=NC=2C=1.CCN=C=NCCCN(C)C.[N:41]1([C:54]([O:56][C:57]([CH3:60])([CH3:59])[CH3:58])=[O:55])[CH2:46][CH2:45][NH:44][CH:43]([C:47]([O:49][C:50]([CH3:53])([CH3:52])[CH3:51])=[O:48])[CH2:42]1>C(N(CC)CC)C.C(#N)C>[Cl:1][C:2]1[CH:3]=[C:4]2[C:9](=[CH:10][CH:11]=1)[CH:8]=[C:7]([S:12]([CH2:15][CH2:16][C:17]([N:44]1[CH2:45][CH2:46][N:41]([C:54]([O:56][C:57]([CH3:58])([CH3:59])[CH3:60])=[O:55])[CH2:42][CH:43]1[C:47]([O:49][C:50]([CH3:53])([CH3:52])[CH3:51])=[O:48])=[O:19])(=[O:13])=[O:14])[CH:6]=[CH:5]2. Reported procedure: 3-((6-Chloro-2-naphthyl)sulfonyl)propanoic acid (0.33 g), HOBt (2.30 g) and WSC (2.88 g) were added to acetonitrile (50 mL) and mixed for 15 minutes. Then, di-tert-butyl piperazine-1,3-dicarboxylate (2.99 g) and triethylamine (3.03 g) were added thereto, and the mixture was mixed at room temperature for 15 hours. The reaction solution was concentrated under reduced pressure, and the residue was diluted with ethyl acetate and an aqueous potassium carbonate solution. The organic layer was collecte... Starting materials: [N+](=[N-])=CC(CCCCCC)=O (1-diazo-2-octanone), C(C)OC1=CC=C(C=C1)S(=O)(=O)O (p-ethoxybenzenesulfonic acid). Yields the product O=C(COS(=O)(=O)C1=CC=C(C=C1)OCC)CCCCCC (2-oxooctyl-p-ethoxybenzene sulfonate). The yield is 59.0%. RXN SMILES: [N+](=[CH:3][C:4](=[O:11])[CH2:5][CH2:6][CH2:7][CH2:8][CH2:9][CH3:10])=[N-].[CH2:12]([O:14][C:15]1[CH:20]=[CH:19][C:18]([S:21]([OH:24])(=[O:23])=[O:22])=[CH:17][CH:16]=1)[CH3:13]>>[O:11]=[C:4]([CH2:5][CH2:6][CH2:7][CH2:8][CH2:9][CH3:10])[CH2:3][O:24][S:21]([C:18]1[CH:17]=[CH:16][C:15]([O:14][CH2:12][CH3:13])=[CH:20][CH:19]=1)(=[O:22])=[O:23]. Procedure details: A 1.0 g quantity of 1-diazo-2-octanone is dissolved in 30 ml of dixoane, and 2.0 g of p-ethoxybenzenesulfonic acid is slowly added to the solution at room temperature. The mixture is stirred until no nitrogen is evolved. The reaction mixture is distilled in a vacuum to remove the solvent, and the residue is extracted with 50 ml of ether, washed with water and dried over anhydrous sodium sulfate. The dried product is distilled in a vacuum to remove the solvent and obtain an oily product, which is... The reactants are OCC1CN(C(c2ccccc2)c2ccccc2)C1, CC(C)OC(=O)N=NC(=O)OC(C)C, N#CC1(c2ccc(O)cc2)CCOCC1, c1ccc(P(c2ccccc2)c2ccccc2)cc1. Yields the product N#CC1(c2ccc(OCC3CN(C(c4ccccc4)c4ccccc4)C3)cc2)CCOCC1. As a reaction SMILES: [CH:16]([c:17]1[cH:18][cH:19][cH:20][cH:21][cH:22]1)([c:23]1[cH:24][cH:25][cH:26][cH:27][cH:28]1)[N:29]1[CH2:30][CH:31]([CH2:33][OH:34])[CH2:32]1.[O:54]=[C:55]([O:56][CH:57]([CH3:58])[CH3:59])[N:60]=[N:61][C:62]([O:63][CH:64]([CH3:65])[CH3:66])=[O:67].[OH:1][c:2]1[cH:3][cH:4][c:5]([C:8]2([C:14]#[N:15])[CH2:9][CH2:10][O:11][CH2:12][CH2:13]2)[cH:6][cH:7]1.[c:35]1([P:36]([c:37]2[cH:38][cH:39][cH:40][cH:41][cH:42]2)[c:43]2[cH:44][cH:45][cH:46][cH:47][cH:48]2)[cH:49][cH:50][cH:51][cH:52][cH:53]1>>[O:1]([c:2]1[cH:3][cH:4][c:5]([C:8]2([C:14]#[N:15])[CH2:9][CH2:10][O:11][CH2:12][CH2:13]2)[cH:6][cH:7]1)[CH2:33][CH:31]1[CH2:30][N:29]([CH:16]([c:17]2[cH:18][cH:19][cH:20][cH:21][cH:22]2)[c:23]2[cH:24][cH:25][cH:26][cH:27][cH:28]2)[CH2:32]1. Starting materials: Cc1onc(-c2ccccc2)c1COc1ccc(C(=O)O)cn1, CCN(C(C)C)C(C)C, F[B-](F)(F)F, CN(C)C=O, OC1CCNCC1, CN(C)C(On1nnc2ccccc21)=[N+](C)C. The product is Cc1onc(-c2ccccc2)c1COc1ccc(C(=O)N2CCC(O)CC2)cn1. As a reaction SMILES: [CH3:1][c:2]1[c:3]([CH2:13][O:14][c:15]2[n:16][cH:17][c:18]([C:19](=[O:20])[OH:21])[cH:22][cH:23]2)[c:4](-[c:7]2[cH:8][cH:9][cH:10][cH:11][cH:12]2)[n:5][o:6]1.[CH:46]([N:47]([CH2:48][CH3:49])[CH:50]([CH3:51])[CH3:52])([CH3:53])[CH3:54].[F:24][B-:25]([F:26])([F:27])[F:28].[O:62]=[CH:63][N:64]([CH3:65])[CH3:66].[OH:55][CH:56]1[CH2:57][CH2:58][NH:59][CH2:60][CH2:61]1.[n:29]1([O:30][C:31]([N:32]([CH3:33])[CH3:34])=[N+:35]([CH3:36])[CH3:37])[c:38]2[cH:39][cH:40][cH:41][cH:42][c:43]2[n:44][n:45]1>>[CH3:1][c:2]1[c:3]([CH2:13][O:14][c:15]2[n:16][cH:17][c:18]([C:19](=[O:21])[N:59]3[CH2:58][CH2:57][CH:56]([OH:55])[CH2:61][CH2:60]3)[cH:22][cH:23]2)[c:4](-[c:7]2[cH:8][cH:9][cH:10][cH:11][cH:12]2)[n:5][o:6]1. Reactants: C(C)N1CCOCC1 (N-ethylmorpholine), Cl.C(C)N=C=NCCCN(C)C (1-ethyl-3-(3-dimethylaminopropyl)carbodiimide hydrochloride), C(C1=CC=CC=C1)(=O)NCC[C@H](C(=O)OC(C)(C)C)[C@H](C(=O)NNCC(C)C)CC(C)C (2(R)-[3-benzamido-1(S)-(tert-butoxycarbonyl)propyl]-2′-isobutyl-4-methylvalerohydrazide), Br.N1(C=NC=C1)CC(=O)O (2-(1H-imidazol-1-yl)acetic acid hydrogen bromide). The solvent is CN(C=O)C (dimethylformamide), C(C)(=O)OCC (ethyl acetate). Reaction conditions: time 8 hour. Product: C(C1=CC=CC=C1)(=O)NCC[C@H](C(=O)OC(C)(C)C)[C@H](C(=O)NN(CC(C)C)C(CN1C=NC=C1)=O)CC(C)C (2(R)-[3-benzamido-1(S)-(tert-butoxycarbonyl)propyl]-2′-[2-(1H-imidazol-1-yl)acetyl]-2′-isobutyl-4-methylvalerohydrazide). Yield: 96.5%. RXN SMILES: [C:1]([NH:9][CH2:10][CH2:11][C@@H:12]([C@@H:20]([CH2:29][CH:30]([CH3:32])[CH3:31])[C:21]([NH:23][NH:24][CH2:25][CH:26]([CH3:28])[CH3:27])=[O:22])[C:13]([O:15][C:16]([CH3:19])([CH3:18])[CH3:17])=[O:14])(=[O:8])[C:2]1[CH:7]=[CH:6][CH:5]=[CH:4][CH:3]=1.Br.[N:34]1([CH2:39][C:40](O)=[O:41])[CH:38]=[CH:37][N:36]=[CH:35]1.C(N1CCOCC1)C.Cl.C(N=C=NCCCN(C)C)C>CN(C)C=O.C(OCC)(=O)C>[C:1]([NH:9][CH2:10][CH2:11][C@@H:12]([C@@H:20]([CH2:29][CH:30]([CH3:32])[CH3:31])[C:21]([NH:23][N:24]([C:40](=[O:41])[CH2:39][N:34]1[CH:38]=[CH:37][N:36]=[CH:35]1)[CH2:25][CH:26]([CH3:27])[CH3:28])=[O:22])[C:13]([O:15][C:16]([CH3:18])([CH3:19])[CH3:17])=[O:14])(=[O:8])[C:2]1[CH:3]=[CH:4][CH:5]=[CH:6][CH:7]=1 |f:1.2,4.5|. Procedure: A solution of 0.763 g of 2(R)-[3-benzamido-1(S)-(tert-butoxycarbonyl)propyl]-2′-isobutyl-4-methylvalerohydrazide and 0.780 g of 2-(1H-imidazol-1-yl)acetic acid hydrogen bromide in 8 ml of dimethylformamide was cooled to 0° C. under nitrogen and treated with 0.45 ml of N-ethylmorpholine and 0.720 g of 1-ethyl-3-(3-dimethylaminopropyl)carbodiimide hydrochloride. The mixture was allowed to warm to room temperature and stirred overnight. Evaporation of the solvent gave a residue which was dissolved ... Reactants: COC1=CC(=O)OC1, CC#N, O=Cc1ccccc1C(F)(F)F, [Li+], [OH-], O, O. The product is COC1=CC(=O)OC1C(O)c1ccccc1C(F)(F)F. RXN SMILES: [CH3:1][O:2][C:3]1=[CH:4][C:5](=[O:8])[O:6][CH2:7]1.[CH3:25][C:26]#[N:27].[F:9][C:10]([c:11]1[c:12]([CH:13]=[O:14])[cH:15][cH:16][cH:17][cH:18]1)([F:19])[F:20].[Li+:23].[OH-:22].[OH2:21].[OH2:24]>>[CH3:1][O:2][C:3]1=[CH:4][C:5](=[O:8])[O:6][CH:7]1[CH:13]([c:12]1[c:11]([C:10]([F:9])([F:19])[F:20])[cH:18][cH:17][cH:16][cH:15]1)[OH:14].